From a dataset of the Open Reaction Database (ORD), a public repository of structured organic reaction records. describe an organic reaction: reactants, conditions, products, and yield Procedure: A mixture of 1-benzyl-5-hydroxy-2-oxo-3-pyridin-4-yl-1,2-dihydro-[1,7]naphthyridine-6-carboxylic acid methyl ester (29 mg, 0.075 mmol), β-alanine (868 mg, 9.7 mmol) and NaOMe solution (15 mL, 7.5 mmol, 0.5 M in MeOH) was refluxed for 16 h. After the mixture was cooled to r.t., the solvent was evaporated in vacuo. The residue was dissolved in water and washed several times with ether. The aqueous layer was acidified to pH about 3-4 with 1 M HCl, and the resulting precipitate was isolated by filtr... Reactants: COC(=O)C=1C(=C2C=C(C(N(C2=CN1)CC1=CC=CC=C1)=O)C1=CC=NC=C1)O (1-benzyl-5-hydroxy-2-oxo-3-pyridin-4-yl-1,2-dihydro-[1,7]naphthyridine-6-carboxylic acid methyl ester), NCCC(=O)O (β-alanine), C[O-].[Na+] (NaOMe). The product is C(C1=CC=CC=C1)N1C(C(=CC2=C(C(=NC=C12)C(=O)NCCC(=O)O)O)C1=CC=NC=C1)=O (3-[(1-Benzyl-5-hydroxy-2-oxo-3-pyridin-4-yl-1,2-dihydro-[1,7]naphthyridine-6-carbonyl)-amino]-propionic acid). RXN SMILES: CO[C:3]([C:5]1[C:6]([OH:29])=[C:7]2[C:12](=[CH:13][N:14]=1)[N:11]([CH2:15][C:16]1[CH:21]=[CH:20][CH:19]=[CH:18][CH:17]=1)[C:10](=[O:22])[C:9]([C:23]1[CH:28]=[CH:27][N:26]=[CH:25][CH:24]=1)=[CH:8]2)=[O:4].[NH2:30][CH2:31][CH2:32][C:33]([OH:35])=[O:34].C[O-].[Na+]>>[CH2:15]([N:11]1[C:12]2[C:7](=[C:6]([OH:29])[C:5]([C:3]([NH:30][CH2:31][CH2:32][C:33]([OH:35])=[O:34])=[O:4])=[N:14][CH:13]=2)[CH:8]=[C:9]([C:23]2[CH:28]=[CH:27][N:26]=[CH:25][CH:24]=2)[C:10]1=[O:22])[C:16]1[CH:17]=[CH:18][CH:19]=[CH:20][CH:21]=1 |f:2.3|. The yield is 84.0%. The reactants are CSc1ccc(C=O)cc1, CCO, [K+], [OH-], O=C1CCCc2cc(OCCn3ccnc3)ccc21. The product is CSc1ccc(C=C2CCc3cc(OCCn4ccnc4)ccc3C2=O)cc1. Reaction SMILES: [CH3:1][S:2][c:3]1[cH:4][cH:5][c:6]([CH:7]=[O:8])[cH:9][cH:10]1.[CH3:32][CH2:33][OH:34].[K+:31].[OH-:30].[n:11]1([CH2:16][CH2:17][O:18][c:19]2[cH:20][c:21]3[c:26]([cH:27][cH:28]2)[C:25](=[O:29])[CH2:24][CH2:23][CH2:22]3)[cH:12][n:13][cH:14][cH:15]1>>[CH3:1][S:2][c:3]1[cH:4][cH:5][c:6]([CH:7]=[C:24]2[CH2:23][CH2:22][c:21]3[cH:20][c:19]([O:18][CH2:17][CH2:16][n:11]4[cH:12][n:13][cH:14][cH:15]4)[cH:28][cH:27][c:26]3[C:25]2=[O:29])[cH:9][cH:10]1. Procedure: Reaction of 4-nitrophenacyl bromide with morpholine affords the novel intermediate 1-(4-nitrophenyl)-2-morpholinylethanone which when reduced yields the novel sunscreen 1-(4-aminophenyl)-2-morpholinylethanone. As a reaction SMILES: [N+:1]([C:4]1[CH:13]=[CH:12][C:7]([C:8](=[O:11])[CH2:9]Br)=[CH:6][CH:5]=1)([O-:3])=[O:2].[NH:14]1[CH2:19][CH2:18][O:17][CH2:16][CH2:15]1>>[N+:1]([C:4]1[CH:13]=[CH:12][C:7]([C:8](=[O:11])[CH2:9][N:14]2[CH2:19][CH2:18][O:17][CH2:16][CH2:15]2)=[CH:6][CH:5]=1)([O-:3])=[O:2]. The reactants are [N+](=O)([O-])C1=CC=C(C(CBr)=O)C=C1 (4-nitrophenacyl bromide), N1CCOCC1 (morpholine). Product: [N+](=O)([O-])C1=CC=C(C=C1)C(CN1CCOCC1)=O (1-(4-nitrophenyl)-2-morpholinylethanone).